describe an organic reaction: reactants, conditions, products, and yield From a dataset of the Open Reaction Database (ORD), a public repository of structured organic reaction records. Reactants: solution, N (ammonia), C(C1=CC=CC=C1)OC1=CC=C(C[C@@H]2N(C(O[C@@H]2CN(S(=O)(=O)C2=CC=C(C=C2)[N+](=O)[O-])CC(C)C)(C)C)C(=O)O[C@@H]2CO[C@H]3OCC[C@H]32)C=C1 ((3S,3aS,6aR)-hexahydrofuro[2,3-b]furan-3-yl (4S,5R)-4-[4-(benzyloxy)benzyl]-5-({isobutyl[(4-nitrophenyl)sulfonyl]amino}methyl)-2,2-dimethyl-1,3-oxazolidine-3-carboxylate), [H][H] (hydrogen). Reagents/catalysts: [Pd] (palladium). Solvent: CO (methanol). Product: NC1=CC=C(C=C1)S(=O)(=O)N(CC(C)C)C[C@@H]1[C@@H](N(C(O1)(C)C)C(=O)O[C@@H]1CO[C@H]2OCC[C@H]21)CC2=CC=C(C=C2)O ((3S,3aS,6aR)-hexahydrofuro[2,3-b]furan-3-yl (4S,5R)-5-{[[(4-aminophenyl)sulfonyl](isobutyl) amino]methyl}-4-(4-hydroxybenzyl)-2,2-dimethyl-1,3-oxazolidine-3-carboxylate). The yield is 54.0%. RXN SMILES: C([O:8][C:9]1[CH:51]=[CH:50][C:12]([CH2:13][C@H:14]2[C@@H:18]([CH2:19][N:20]([CH2:33][CH:34]([CH3:36])[CH3:35])[S:21]([C:24]3[CH:29]=[CH:28][C:27]([N+:30]([O-])=O)=[CH:26][CH:25]=3)(=[O:23])=[O:22])[O:17][C:16]([CH3:38])([CH3:37])[N:15]2[C:39]([O:41][C@H:42]2[C@H:49]3[C@H:45]([O:46][CH2:47][CH2:48]3)[O:44][CH2:43]2)=[O:40])=[CH:11][CH:10]=1)C1C=CC=CC=1.N.[H][H]>CO.[Pd]>[NH2:30][C:27]1[CH:28]=[CH:29][C:24]([S:21]([N:20]([CH2:19][C@H:18]2[O:17][C:16]([CH3:37])([CH3:38])[N:15]([C:39]([O:41][C@H:42]3[C@H:49]4[C@H:45]([O:46][CH2:47][CH2:48]4)[O:44][CH2:43]3)=[O:40])[C@H:14]2[CH2:13][C:12]2[CH:11]=[CH:10][C:9]([OH:8])=[CH:51][CH:50]=2)[CH2:33][CH:34]([CH3:36])[CH3:35])(=[O:22])=[O:23])=[CH:25][CH:26]=1. Procedure: To a stirred solution of (3S,3aS,6aR)-hexahydrofuro[2,3-b]furan-3-yl (4S,5R)-4-[4-(benzyloxy)benzyl]-5-({isobutyl[(4-nitrophenyl)sulfonyl]amino}methyl)-2,2-dimethyl-1,3-oxazolidine-3-carboxylate. (0.18 g, 0.25 mmol) in 6 mL of a 2M solution of ammonia in methanol was added 0.18 g of palladium (on charcoal, 10% Pd, Degussa type). The mixture was stirred under an atmospheric pressure of hydrogen for 12 hours. The catalyst was filtered, and the solvent was removed under reduced pressure. The residu... The reactants are CCCCCCCCCCCCCCCCCCOCC(COP(=O)([O-])OCCBr)N1C(=O)CCC1=O, c1cscn1. Product: CCCCCCCCCCCCCCCCCCOCC(COP(=O)([O-])OCCc1[nH+]ccs1)N1C(=O)CCC1=O. Reaction SMILES: [P:1](=[O:2])([O:3][CH2:4][CH:5]([CH2:6][O:7][CH2:8][CH2:9][CH2:10][CH2:11][CH2:12][CH2:13][CH2:14][CH2:15][CH2:16][CH2:17][CH2:18][CH2:19][CH2:20][CH2:21][CH2:22][CH2:23][CH2:24][CH3:25])[N:26]1[C:27](=[O:32])[CH2:28][CH2:29][C:30]1=[O:31])([O:33][CH2:34][CH2:35][Br:36])[O-:37].[cH:38]1[cH:39][s:40][cH:41][n:42]1>>[P:1](=[O:2])([O:3][CH2:4][CH:5]([CH2:6][O:7][CH2:8][CH2:9][CH2:10][CH2:11][CH2:12][CH2:13][CH2:14][CH2:15][CH2:16][CH2:17][CH2:18][CH2:19][CH2:20][CH2:21][CH2:22][CH2:23][CH2:24][CH3:25])[N:26]1[C:27](=[O:32])[CH2:28][CH2:29][C:30]1=[O:31])([O:33][CH2:34][CH2:35][c:41]1[s:40][cH:39][cH:38][nH+:42]1)[O-:37]. The reactants are [BH4-].[Na+] (sodium borohydride), O (Water), CC1=C(SC=C1)CC#N (2-(3-methylthiophen-2-yl) acetonitrile). Reagents/catalysts: [Ni](Cl)Cl (Nickel chloride). Run in C(C)O (ethanol). Product: CC1=C(SC=C1)CCN (2-(3-methylthiophen-2-yl) ethane amine). Yield: 49.5%. As a reaction SMILES: [CH3:1][C:2]1[CH:6]=[CH:5][S:4][C:3]=1[CH2:7][C:8]#[N:9].[BH4-].[Na+].O>C(O)C.[Ni](Cl)Cl>[CH3:1][C:2]1[CH:6]=[CH:5][S:4][C:3]=1[CH2:7][CH2:8][NH2:9] |f:1.2|. Reported procedure: Nickel chloride (0.95 g, 0.73 mmol) was slowly added dropwise to the solution of 2-(3-methylthiophen-2-yl) acetonitrile obtained in step (45-2) (0.10 g 0.73 mmol) in ethanol (3 mL). To a reaction mixture was added portion wise sodium borohydride (0.83 g, 2.19 mmol), and was stirred at room temperature. Water (30 mL) was sequentially added to the mixture, and the resulting mixture was extracted with ethyl acetate. The organic layer was washed with brine, dried over sodium sulfate, and concentrate... Yield: 46.9%. Reaction SMILES: ClC1C=CC=C(C(OO)=[O:9])C=1.[CH3:12][C:13]1[NH:14][C:15](=[O:19])[CH2:16][S:17][CH:18]=1.O>CC(C)=O>[OH:9][CH:16]1[C:15](=[O:19])[NH:14][C:13]([CH3:12])=[CH:18][S:17]1. Procedure details: m-Chloroperbenzoic acid (0.216 g) was added to 5-methyl-2H-1,4-thiazin-3(4H)-one (0.129 g) in dry acetone (4 ml) under ice-cooling and the mixture was stirred for 2 hours. Water was added to the mixture and the solution was stirred for 30 minutes. Then, the reaction mixture was further stirred at ambient temperature for 3 hours. The solvent was removed under reduced pressure and the residue was chromatographed on silica gel (Wakogel C-200) column, using ethyl acetate-n-hexane (=2:1) as an eluant... Conditions: time 2 hour. The reactants are ClC1=CC(=CC=C1)C(=O)OO (m-Chloroperbenzoic acid), CC=1NC(CSC1)=O (5-methyl-2H-1,4-thiazin-3(4H)-one), O (Water). The product is OC1SC=C(NC1=O)C (2-hydroxy-5-methyl-2H-1,4-thiazin-3(4H)-one). The solvent is CC(=O)C (acetone). Reactants: ClC=1C=C(C=CC1Cl)C1(CN(CC1)C(C1=CC(=C(C(=C1)OC)OC)OC)=O)CCCS(=O)(=O)[O-] (2-[3-(3,4-dichloro-phenyl)-1-(3,4,5-trimethoxy-benzoyl)-pyrrolidin-3-yl]-ethyl-methanesulfonate), Cl.N1(CCCC1)C(=O)N.C1(=CC=CC=C1)C1(CCNCC1)C(=O)O (4-phenyl-piperidine-4-carboxylic acid pyrrolidine-amide hydrochloride), C(C)(=O)OCC.CCCCCC (ethyl acetate hexane). Run in CO.ClCCl (methanol dichloromethane), CO.ClCCl (methanol dichloromethane). Yields the product N1(CCCC1)C(=O)N.ClC=1C=C(C=CC1Cl)C1(CN(CC1)C(C1=CC(=C(C(=C1)OC)OC)OC)=O)CCN1CCC(CC1)(C(=O)O)C1=CC=CC=C1 (1-[2-[3-(3,4-dichloro-phenyl)-1-(3,4,5-trimethoxy-benzoyl)-pyrrolidin-3-yl]-ethyl]-4-phenyl-piperidine-4-carboxylic acid pyrrolidine-amide). As a reaction SMILES: [Cl:1][C:2]1[CH:3]=[C:4]([C:9]2([CH2:28][CH2:29]CS([O-])(=O)=O)[CH2:13][CH2:12][N:11]([C:14](=[O:27])[C:15]3[CH:20]=[C:19]([O:21][CH3:22])[C:18]([O:23][CH3:24])=[C:17]([O:25][CH3:26])[CH:16]=3)[CH2:10]2)[CH:5]=[CH:6][C:7]=1[Cl:8].Cl.[N:36]1([C:41]([NH2:43])=[O:42])[CH2:40][CH2:39][CH2:38][CH2:37]1.[C:44]1([C:50]2([C:56]([OH:58])=[O:57])[CH2:55][CH2:54][NH:53][CH2:52][CH2:51]2)[CH:49]=[CH:48][CH:47]=[CH:46][CH:45]=1.C(OCC)(=O)C.CCCCCC>CO.ClCCl>[N:36]1([C:41]([NH2:43])=[O:42])[CH2:40][CH2:39][CH2:38][CH2:37]1.[Cl:1][C:2]1[CH:3]=[C:4]([C:9]2([CH2:28][CH2:29][N:53]3[CH2:52][CH2:51][C:50]([C:44]4[CH:45]=[CH:46][CH:47]=[CH:48][CH:49]=4)([C:56]([OH:58])=[O:57])[CH2:55][CH2:54]3)[CH2:13][CH2:12][N:11]([C:14](=[O:27])[C:15]3[CH:20]=[C:19]([O:21][CH3:22])[C:18]([O:23][CH3:24])=[C:17]([O:25][CH3:26])[CH:16]=3)[CH2:10]2)[CH:5]=[CH:6][C:7]=1[Cl:8] |f:1.2.3,4.5,6.7,8.9|. Procedure: Prepare by the method of example 27.3.1 using 2-[3-(3,4-dichloro-phenyl)-1-(3,4,5-trimethoxy-benzoyl)-pyrrolidin-3-yl]-ethyl-methanesulfonate (0.22 g, 0.42 mmol) and 4-phenyl-piperidine-4-carboxylic acid pyrrolidine-amide hydrochloride (0.13 mmol, 0.42 mmol). Chromatograph on silica gel eluting sequentially with 50% ethyl acetate/hexane, 2% methanol/dichloromethane, and then 4% methanol/dichloromethane to give the title compound: Rf =0.50 (silica gel, 6% methanol/dichloromethane). Exact Mass (FA...